From a dataset of the Open Reaction Database (ORD), a public repository of structured organic reaction records. describe an organic reaction: reactants, conditions, products, and yield Starting materials: CCC(Br)C(=O)Nc1ncc(Cc2ccccc2Cl)s1, CCNCC, CN(C)C=O. Yields the product CCC(C(=O)Nc1ncc(Cc2ccccc2Cl)s1)N(CC)CC. Reaction SMILES: [Br:1][CH:2]([C:3](=[O:4])[NH:5][c:6]1[s:7][c:8]([CH2:11][c:12]2[c:13]([Cl:18])[cH:14][cH:15][cH:16][cH:17]2)[cH:9][n:10]1)[CH2:19][CH3:20].[CH2:21]([CH3:22])[NH:23][CH2:24][CH3:25].[CH3:26][N:27]([CH3:28])[CH:29]=[O:30]>>[CH:2]([C:3](=[O:4])[NH:5][c:6]1[s:7][c:8]([CH2:11][c:12]2[c:13]([Cl:18])[cH:14][cH:15][cH:16][cH:17]2)[cH:9][n:10]1)([CH2:19][CH3:20])[N:23]([CH2:21][CH3:22])[CH2:24][CH3:25].